This data is from the Open Reaction Database (ORD), a public repository of structured organic reaction records. The task is: describe an organic reaction: reactants, conditions, products, and yield Starting materials: COC(CNCCCCCC)OC (N-hexyl 2-amino acetaldehyde dimethyl acetal), ClS(=O)(=O)C1=CC=C(C=C1)N=C=O (4-(chlorosulphonyl) phenyl isocyanate), O (water), FC(C(=O)O)(F)F (trifiuoroacetic acid). Solvent: C(Cl)Cl (methylene chloride). Run at time 20 minute. The product is eluant 3, C(CCCCC)N1C(N(C=C1)C1=CC=C(C=C1)S(=O)(=O)Cl)=O (4-(3-Hexyl-2-imidazolon-1-yl)benzenesulphonyl chloride). The yield is 66.5%. As a reaction SMILES: CO[CH:3](OC)[CH2:4][NH:5][CH2:6][CH2:7][CH2:8][CH2:9][CH2:10][CH3:11].[Cl:14][S:15]([C:18]1[CH:23]=[CH:22][C:21]([N:24]=[C:25]=[O:26])=[CH:20][CH:19]=1)(=[O:17])=[O:16].O.FC(F)(F)C(O)=O>C(Cl)Cl>[CH2:6]([N:5]1[CH:4]=[CH:3][N:24]([C:21]2[CH:22]=[CH:23][C:18]([S:15]([Cl:14])(=[O:16])=[O:17])=[CH:19][CH:20]=2)[C:25]1=[O:26])[CH2:7][CH2:8][CH2:9][CH2:10][CH3:11]. Procedure: To the amine (38.6 mmol, 7.3 g) in methylene chloride (100 ml) at 0° C. was added 4-(chlorosulphonyl) phenyl isocyanate (38.6 mmol, 8.4 g). The reaction mixture was stirred for 20 mins until a clear solution had formed, and 1:1 water:trifiuoroacetic acid (100 ml total) was added. Vigorous stirring was continued for 16h., the layers separated, the organic layer was diluted with ethyl acetate (500 ml) and washed with saturated sodium bicarbonate solution (4'50 ml), brine (50 ml), dried with anhydr... Reactants: C1N2CN3CN1CN(C2)C3, CC(=O)O, O, c1cnc2[nH]ccc2c1. Yields the product O=Cc1cc2cccnc2[nH]1. As a reaction SMILES: [CH2:10]1[N:11]2[CH2:12][N:13]3[CH2:14][N:15]([CH2:16]2)[CH2:17][N:18]1[CH2:19]3.[CH3:20][C:21]([OH:22])=[O:23].[OH2:24].[nH:1]1[cH:2][cH:3][c:4]2[cH:5][cH:6][cH:7][n:8][c:9]12>>[nH:1]1[c:2]([CH:21]=[O:22])[cH:3][c:4]2[cH:5][cH:6][cH:7][n:8][c:9]12. The reactants are C(C)(C)(C)OC(=O)N1C[C@H]2CC3=CC(=C(N=C3N2[C@@H](C1)C)CSC(C1=CC=CC=C1)(C1=CC=CC=C1)C1=CC=CC=C1)Br ((4R,9aR)-7-Bromo-4-methyl-6-tritylsulfanylmethyl-3,4,9,9a-tetrahydro-1H-2,4a,5-triaza-fluorene-2-carboxylic acid tert-butyl ester), CN(C=O)C (dimethylformamide), solution, C(C)(C)(C)[Li] (tert-butyllithium). Solvent: C1(=CC=CC=C1)C (toluene), CCCCC (pentane). Conditions: time 15 minute. Yields the product C(C)(C)(C)OC(=O)N1C[C@H]2CC3=CC(=C(N=C3N2[C@@H](C1)C)CSC(C1=CC=CC=C1)(C1=CC=CC=C1)C1=CC=CC=C1)C=O ((4R,9aR)-7-Formyl-4-methyl-6-tritylsulfanylmethyl-3,4,9,9a-tetrahydro-1H-2,4a,5-triaza-fluorene-2-carboxylic acid tert-butyl ester). As a reaction SMILES: [C:1]([O:5][C:6]([N:8]1[CH2:20][C@@H:19]([CH3:21])[N:18]2[C@H:10]([CH2:11][C:12]3[C:17]2=[N:16][C:15]([CH2:22][S:23][C:24]([C:37]2[CH:42]=[CH:41][CH:40]=[CH:39][CH:38]=2)([C:31]2[CH:36]=[CH:35][CH:34]=[CH:33][CH:32]=2)[C:25]2[CH:30]=[CH:29][CH:28]=[CH:27][CH:26]=2)=[C:14](Br)[CH:13]=3)[CH2:9]1)=[O:7])([CH3:4])([CH3:3])[CH3:2].C([Li])(C)(C)C.CN(C)[CH:51]=[O:52]>C1(C)C=CC=CC=1.CCCCC>[C:1]([O:5][C:6]([N:8]1[CH2:20][C@@H:19]([CH3:21])[N:18]2[C@H:10]([CH2:11][C:12]3[C:17]2=[N:16][C:15]([CH2:22][S:23][C:24]([C:37]2[CH:42]=[CH:41][CH:40]=[CH:39][CH:38]=2)([C:31]2[CH:36]=[CH:35][CH:34]=[CH:33][CH:32]=2)[C:25]2[CH:30]=[CH:29][CH:28]=[CH:27][CH:26]=2)=[C:14]([CH:51]=[O:52])[CH:13]=3)[CH2:9]1)=[O:7])([CH3:4])([CH3:3])[CH3:2]. Procedure: To a solution of 0.39 g product of step 2 in 10 ml toluene was dropwise added 1.0 ml of a 1.7 M solution of tert-butyllithium in pentane at −78 C. The resulting orange solution was stirred at −78 C. for 15 min. to the resulting orange solution was added 1.00 ml dimethylformamide at −78 C. The initially read but soon bright yellow solution was stirred at −78 C. for 15 min and was then allowed to thaw to room temperature over 30 min. The reaction mixture was quenched with 10% aqueous ammonium chlo... Reactants: OCC1Cc2ccc(Cl)c(-c3ccccc3Cl)c2O1, Cc1ccc(S(=O)(=O)Cl)cc1. Yields the product Cc1ccc(S(=O)(=O)OCC2Cc3ccc(Cl)c(-c4ccccc4Cl)c3O2)cc1. RXN SMILES: [Cl:1][c:2]1[c:3](-[c:8]2[c:9]([Cl:19])[cH:10][cH:11][c:12]3[c:16]2[O:15][CH:14]([CH2:17][OH:18])[CH2:13]3)[cH:4][cH:5][cH:6][cH:7]1.[c:20]1([CH3:30])[cH:21][cH:22][c:23]([S:26](=[O:27])(=[O:28])[Cl:29])[cH:24][cH:25]1>>[Cl:1][c:2]1[c:3](-[c:8]2[c:9]([Cl:19])[cH:10][cH:11][c:12]3[c:16]2[O:15][CH:14]([CH2:17][O:18][S:26]([c:23]2[cH:22][cH:21][c:20]([CH3:30])[cH:25][cH:24]2)(=[O:27])=[O:28])[CH2:13]3)[cH:4][cH:5][cH:6][cH:7]1.